From a dataset of the Open Reaction Database (ORD), a public repository of structured organic reaction records. describe an organic reaction: reactants, conditions, products, and yield The reactants are C(C)(C)(C)NC(CN1C(C(CC(C2=C1C=CC=C2)C2=CC=CC=C2)Br)=O)=O (N-tert-butyl-2-[3-bromo-2-oxo-5-phenyl-2,3,4,5-tetrahydro-1H-(1)benzazepin-1-yl]ethanoic acid amide), CN(C=O)C (dimethylformamide), [N-]=[N+]=[N-].[Na+] (sodium azide), O (water). RXN SMILES: [C:1]([NH:5][C:6](=[O:27])[CH2:7][N:8]1[C:14]2[CH:15]=[CH:16][CH:17]=[CH:18][C:13]=2[CH:12]([C:19]2[CH:24]=[CH:23][CH:22]=[CH:21][CH:20]=2)[CH2:11][CH:10](Br)[C:9]1=[O:26])([CH3:4])([CH3:3])[CH3:2].CN(C)C=O.[N-:33]=[N+:34]=[N-:35].[Na+].O>C(OCC)(=O)C>[C:1]([NH:5][C:6](=[O:27])[CH2:7][N:8]1[C:14]2[CH:15]=[CH:16][CH:17]=[CH:18][C:13]=2[CH:12]([C:19]2[CH:24]=[CH:23][CH:22]=[CH:21][CH:20]=2)[CH2:11][CH:10]([N:33]=[N+:34]=[N-:35])[C:9]1=[O:26])([CH3:4])([CH3:3])[CH3:2] |f:2.3|. Run at temperature 75 celsius. The solvent is C(C)(=O)OCC (ethyl acetate). Reported procedure: To a 250 ml round-bottomed flask equipped with N2 inlet were added N-tert-butyl-2-[3-bromo-2-oxo-5-phenyl-2,3,4,5-tetrahydro-1H-(1)benzazepin-1-yl]ethanoic acid amide, (8.317 g, 19.37 mmoles), 90 ml dimethylformamide (DMF), and sodium azide (5.25 g, 80 mmoles, under nitrogen), and the mixture was heated at 75° C. for 20 hours with stirring. The reaction mixture was then cooled and distributed between water and ethyl acetate, separated, and the aqueous phase was again extracted. The combined extr... The product is C(C)(C)(C)NC(CN1C(C(CC(C2=C1C=CC=C2)C2=CC=CC=C2)N=[N+]=[N-])=O)=O (N-tert-butyl-2-[3-azido-2-oxo-5-phenyl-2,3,4,5-tetrahydro-1H-(1)benzazepin-1-yl]ethanoic acid amide).